From a dataset of the Open Reaction Database (ORD), a public repository of structured organic reaction records. describe an organic reaction: reactants, conditions, products, and yield The yield is 58.3%. Reported procedure: The title compound (115 mg) was prepared from 200 mg (0.36 mmol) of 3-[4-(1-Benzoxazol-2-yl-pyrrolidin-3-yloxy)-phenyl]-2-(2-benzoyl-phenylamino)-propionic acid methyl ester and 18 mg (0.43 mmol, 1.2 equiv.) of lithium hydroxide according to the method of Example 32 followed by purification via silica gel flash column chromatography using DCM/MeOH 90/10 as eluent: low resolution MS (ES) m/e 546.0 (MH−); RP-HPLC (Vydac C-18, 25 cm×4.6 mm; 30-80% CH3CN in H2O with 0.1% TFA buffer; 25 minutes; 1 mL... RXN SMILES: C[O:2][C:3](=[O:42])[CH:4]([NH:27][C:28]1[CH:33]=[CH:32][CH:31]=[CH:30][C:29]=1[C:34](=[O:41])[C:35]1[CH:40]=[CH:39][CH:38]=[CH:37][CH:36]=1)[CH2:5][C:6]1[CH:11]=[CH:10][C:9]([O:12][CH:13]2[CH2:17][CH2:16][N:15]([C:18]3[O:19][C:20]4[CH:26]=[CH:25][CH:24]=[CH:23][C:21]=4[N:22]=3)[CH2:14]2)=[CH:8][CH:7]=1.[OH-].[Li+]>>[O:19]1[C:20]2[CH:26]=[CH:25][CH:24]=[CH:23][C:21]=2[N:22]=[C:18]1[N:15]1[CH2:16][CH2:17][CH:13]([O:12][C:9]2[CH:10]=[CH:11][C:6]([CH2:5][CH:4]([NH:27][C:28]3[CH:33]=[CH:32][CH:31]=[CH:30][C:29]=3[C:34](=[O:41])[C:35]3[CH:36]=[CH:37][CH:38]=[CH:39][CH:40]=3)[C:3]([OH:42])=[O:2])=[CH:7][CH:8]=2)[CH2:14]1 |f:1.2|. Product: O1C(=NC2=C1C=CC=C2)N2CC(CC2)OC2=CC=C(C=C2)CC(C(=O)O)NC2=C(C=CC=C2)C(C2=CC=CC=C2)=O (3-[4-(1-Benzoxazol-2-yl-pyrrolidin-3-yloxy)-phenyl]-2-(2-benzoyl-phenylamino)-propionic acid). Starting materials: COC(C(CC1=CC=C(C=C1)OC1CN(CC1)C=1OC2=C(N1)C=CC=C2)NC2=C(C=CC=C2)C(C2=CC=CC=C2)=O)=O (3-[4-(1-Benzoxazol-2-yl-pyrrolidin-3-yloxy)-phenyl]-2-(2-benzoyl-phenylamino)-propionic acid methyl ester), [OH-].[Li+] (lithium hydroxide). RXN SMILES: [B:18]([Br:19])([Br:20])[Br:21].[CH3:1][O:2][c:3]1[c:4]([C:15]([CH3:16])=[O:17])[cH:5][c:6]2[c:11]([cH:12]1)[C:10]([CH3:13])([CH3:14])[CH2:9][CH2:8][CH2:7]2.[Cl:22][CH2:23][Cl:24]>>[OH:2][c:3]1[c:4]([C:15]([CH3:16])=[O:17])[cH:5][c:6]2[c:11]([cH:12]1)[C:10]([CH3:13])([CH3:14])[CH2:9][CH2:8][CH2:7]2. Reactants: BrB(Br)Br, COc1cc2c(cc1C(C)=O)CCCC2(C)C, ClCCl. Yields the product CC(=O)c1cc2c(cc1O)C(C)(C)CCC2. The reactants are ClC1=NC2=CC=C(C=C2C=C1C(=O)O)Cl (2,6-dichloroquinoline-3-carboxylic acid), N[C@H](C(=O)NCCO)CC1=CC=CC=C1 ((S)-2-amino-N-(2-hydroxy-ethyl)-3-phenyl-propionamide). The solvent is CS(=O)C (DMSO). Product: ClC=1C=C2C=C(C(=NC2=CC1)N[C@@H](CC1=CC=CC=C1)C(NCCO)=O)C(=O)O (6-Chloro-2-[(S)-1-(2-hydroxy-ethylcarbamoyl)-2-phenyl-ethylamino]-quinoline-3-carboxylic acid). RXN SMILES: Cl[C:2]1[C:11]([C:12]([OH:14])=[O:13])=[CH:10][C:9]2[C:4](=[CH:5][CH:6]=[C:7]([Cl:15])[CH:8]=2)[N:3]=1.[NH2:16][C@@H:17]([CH2:24][C:25]1[CH:30]=[CH:29][CH:28]=[CH:27][CH:26]=1)[C:18]([NH:20][CH2:21][CH2:22][OH:23])=[O:19]>CS(C)=O>[Cl:15][C:7]1[CH:8]=[C:9]2[C:4](=[CH:5][CH:6]=1)[N:3]=[C:2]([NH:16][C@H:17]([C:18](=[O:19])[NH:20][CH2:21][CH2:22][OH:23])[CH2:24][C:25]1[CH:30]=[CH:29][CH:28]=[CH:27][CH:26]=1)[C:11]([C:12]([OH:14])=[O:13])=[CH:10]2. Procedure details: In close analogy to the procedure described in Example 1, 2,6-dichloroquinoline-3-carboxylic acid is reacted with (S)-2-amino-N-(2-hydroxy-ethyl)-3-phenyl-propionamide [JACS 1969, 91, 2684-2691.] in DMSO to provide the title compound in good yield. The reactants are [F-].[K+] (potassium fluoride), C(C)(C)(C)C1=CC=C(C=C1)S(=O)(=O)NC1=NC(=NC(=C1C1=CC=C(C=C1)C)OCCOC1=NC=C(C=N1)Br)CCC (4-tert-butyl-N-[6-{2-(5-bromopyrimidin-2-yloxy)ethoxy}-5-(4-methylphenyl)-2-n-propylpyrimidin-4-yl]benzenesulfonamide), S1C(=CC=C1)[Sn](CCCC)(CCCC)CCCC (2-thienyltributyltin), O1CCOCC1 (dioxane). Reagents/catalysts: C1=CC=C(C=C1)P(C2=CC=CC=C2)C3=CC=CC=C3.C1=CC=C(C=C1)P(C2=CC=CC=C2)C3=CC=CC=C3.Cl[Pd]Cl (bis(triphenylphosphine)palladium (II) chloride). The solvent is C(C)(=O)OCC (ethyl acetate). Run at time 1 hour. Product: C(C)(C)(C)C1=CC=C(C=C1)S(=O)(=O)NC1=NC(=NC(=C1C1=CC=C(C=C1)C)OCCOC1=NC=C(C=N1)C=1SC=CC1)CCC (4-tert-butyl-N-[6-{2-(5-(2-thienyl)pyrimidin-2-yloxy)ethoxy}-5-(4-methylphenyl)-2-n-propylpyrimidin-4-yl]-benzenesulfonamide). Yield: 69.3%. As a reaction SMILES: [C:1]([C:5]1[CH:10]=[CH:9][C:8]([S:11]([NH:14][C:15]2[C:20]([C:21]3[CH:26]=[CH:25][C:24]([CH3:27])=[CH:23][CH:22]=3)=[C:19]([O:28][CH2:29][CH2:30][O:31][C:32]3[N:37]=[CH:36][C:35](Br)=[CH:34][N:33]=3)[N:18]=[C:17]([CH2:39][CH2:40][CH3:41])[N:16]=2)(=[O:13])=[O:12])=[CH:7][CH:6]=1)([CH3:4])([CH3:3])[CH3:2].[S:42]1[CH:46]=[CH:45][CH:44]=[C:43]1[Sn](CCCC)(CCCC)CCCC.O1CCOCC1.[F-].[K+]>C(OCC)(=O)C.C1C=CC(P(C2C=CC=CC=2)C2C=CC=CC=2)=CC=1.C1C=CC(P(C2C=CC=CC=2)C2C=CC=CC=2)=CC=1.Cl[Pd]Cl>[C:1]([C:5]1[CH:10]=[CH:9][C:8]([S:11]([NH:14][C:15]2[C:20]([C:21]3[CH:26]=[CH:25][C:24]([CH3:27])=[CH:23][CH:22]=3)=[C:19]([O:28][CH2:29][CH2:30][O:31][C:32]3[N:37]=[CH:36][C:35]([C:43]4[S:42][CH:46]=[CH:45][CH:44]=4)=[CH:34][N:33]=3)[N:18]=[C:17]([CH2:39][CH2:40][CH3:41])[N:16]=2)(=[O:13])=[O:12])=[CH:7][CH:6]=1)([CH3:4])([CH3:3])[CH3:2] |f:3.4,6.7.8|. Reported procedure: A mixture of 4-tert-butyl-N-[6-{2-(5-bromopyrimidin-2-yloxy)ethoxy}-5-(4-methylphenyl)-2-n-propylpyrimidin-4-yl]benzenesulfonamide (300 mg), 2-thienyltributyltin (670 mg), bis(triphenylphosphine)palladium (II) chloride (16 mg) and dioxane (5 ml) is refluxed for 80 minutes. After cooling, the reaction solution is diluted with ethyl acetate, and thereto is added 10% aqueous potassium fluoride solution. The mixture is stirred at room temperature for one hour, and the reaction solution is washed, dr... The reactants are C1CCOC1, CCOC(C)=O, COC(=O)c1cccc2oc(Cl)nc12, Cl, O=C1CNCCN1. Product: COC(=O)c1cccc2oc(N3CCNC(=O)C3)nc12. As a reaction SMILES: [CH2:22]1[O:23][CH2:24][CH2:25][CH2:26]1.[CH3:27][CH2:28][O:29][C:30]([CH3:31])=[O:32].[Cl:1][c:2]1[o:3][c:4]2[c:5]([n:6]1)[c:7]([C:11](=[O:12])[O:13][CH3:14])[cH:8][cH:9][cH:10]2.[ClH:33].[NH:15]1[C:16](=[O:21])[CH2:17][NH:18][CH2:19][CH2:20]1>>[c:2]1([N:18]2[CH2:17][C:16](=[O:21])[NH:15][CH2:20][CH2:19]2)[o:3][c:4]2[c:5]([n:6]1)[c:7]([C:11](=[O:12])[O:13][CH3:14])[cH:8][cH:9][cH:10]2.